This data is from the Open Reaction Database (ORD), a public repository of structured organic reaction records. The task is: describe an organic reaction: reactants, conditions, products, and yield Starting materials: C[O-].[Na+] (Sodium methoxide), C(C)(=O)OCS(=O)(=O)C1=C(C=C(C=C1)C1=C(SC=C1C1=CC=CC=C1)C(=O)OC)F (methyl 3-[4-[[(acetyloxy)methyl]sulfonyl]3-fluorophenyl]-4-phenyl-2-thiophenecarboxylate), C(C)(=O)OCC (ethyl acetate), Cl (hydrochloric acid). Run in CO (methanol), O1CCCC1 (tetrahydrofuran). The product is FC=1C=C(C=CC1S(=O)O)C1=C(SC=C1C1=CC=CC=C1)C(=O)OC (2-methyl 3-(3-fluoro-4-sulfinophenyl)-4-phenyl-2-thiophenecarboxylate). The yield is 74.9%. Reaction SMILES: C(OC[S:6]([C:9]1[CH:14]=[CH:13][C:12]([C:15]2[C:19]([C:20]3[CH:25]=[CH:24][CH:23]=[CH:22][CH:21]=3)=[CH:18][S:17][C:16]=2[C:26]([O:28][CH3:29])=[O:27])=[CH:11][C:10]=1[F:30])(=[O:8])=[O:7])(=O)C.C[O-].[Na+].C(OCC)(=O)C.Cl>O1CCCC1.CO>[F:30][C:10]1[CH:11]=[C:12]([C:15]2[C:19]([C:20]3[CH:25]=[CH:24][CH:23]=[CH:22][CH:21]=3)=[CH:18][S:17][C:16]=2[C:26]([O:28][CH3:29])=[O:27])[CH:13]=[CH:14][C:9]=1[S:6]([OH:8])=[O:7] |f:1.2|. Procedure details: The methyl 3-[4-[[(acetyloxy)methyl]sulfonyl]3-fluorophenyl]-4-phenyl-2-thiophenecarboxylate (2.75 g, 6.13 mmol) was dissolved in tetrahydrofuran (100 mL) and stirred at room temperature. 25% Sodium methoxide in methanol (3.0 mL) was added and the solution stirred for 5 min. The resulting slurry was poured into ethyl acetate (200 mL) and aqueous 1N hydrochloric acid (100 mL) was added. The solution was stirred and the layers allowed to separate. The organic layer was collected and the aqueous la... Starting materials: C[C@@H]1N(CCCC1)C1=NN=C2N1C=C(C=C2)O[C@@H]2CC[C@@H](C1=CC=CC=C21)N ((1S,4R)-4-[3-((S)-2-Methyl-piperidin-1-yl)-[1,2,4]triazolo[4,3-a]pyridin-6-yloxy]-1,2,3,4-tetrahydro-naphthalen-1-ylamine), CCN(C(C)C)C(C)C (DIPEA), ClC(COC(NC=1N(N=C(C1)C(C)(C)C)C1=CC=C(C=C1)C)=O)(Cl)Cl ((5-tert-butyl-2-p-tolyl-2H-pyrazol-3-yl)-carbamic acid 2,2,2-trichloro-ethyl ester), CO (MeOH). The solvent is O1CCOCC1 (dioxane), C(Cl)Cl (DCM). The product is C(C)(C)(C)C=1C=C(N(N1)C1=CC=C(C=C1)C)NC(=O)N[C@H]1CC[C@H](C2=CC=CC=C12)OC=1C=CC=2N(C1)C(=NN2)N2[C@H](CCCC2)C (1-(5-tert-Butyl-2-p-tolyl-2H-pyrazol-3-yl)-3-{(1S,4R)-4-[3-((S)-2-methyl-piperidin-1-yl)-[1,2,4]triazolo[4,3-a]pyridin-6-yloxy]-1,2,3,4-tetrahydro-naphthalen-1-yl}-urea). RXN SMILES: ClC(Cl)(Cl)CO[C:5](=[O:23])[NH:6][C:7]1[N:8]([C:16]2[CH:21]=[CH:20][C:19]([CH3:22])=[CH:18][CH:17]=2)[N:9]=[C:10]([C:12]([CH3:15])([CH3:14])[CH3:13])[CH:11]=1.[CH3:26][C@H:27]1[CH2:32][CH2:31][CH2:30][CH2:29][N:28]1[C:33]1[N:37]2[CH:38]=[C:39]([O:42][C@H:43]3[C:52]4[C:47](=[CH:48][CH:49]=[CH:50][CH:51]=4)[C@@H:46]([NH2:53])[CH2:45][CH2:44]3)[CH:40]=[CH:41][C:36]2=[N:35][N:34]=1.CCN(C(C)C)C(C)C.CO>O1CCOCC1.C(Cl)Cl>[C:12]([C:10]1[CH:11]=[C:7]([NH:6][C:5]([NH:53][C@@H:46]2[C:47]3[C:52](=[CH:51][CH:50]=[CH:49][CH:48]=3)[C@H:43]([O:42][C:39]3[CH:40]=[CH:41][C:36]4[N:37]([C:33]([N:28]5[CH2:29][CH2:30][CH2:31][CH2:32][C@@H:27]5[CH3:26])=[N:34][N:35]=4)[CH:38]=3)[CH2:44][CH2:45]2)=[O:23])[N:8]([C:16]2[CH:21]=[CH:20][C:19]([CH3:22])=[CH:18][CH:17]=2)[N:9]=1)([CH3:15])([CH3:14])[CH3:13]. Reported procedure: An orange-brown solution of (5-tert-butyl-2-p-tolyl-2H-pyrazol-3-yl)-carbamic acid 2,2,2-trichloro-ethyl ester (Synthetic Communications, 2009, 39, 3999-4009, which is incorporated herein by reference in its entirety; 106 mg, 0.263 mmol), Intermediate 81d (94.4 mg, 0.250 mmol) and DIPEA (0.054 mL, 0.313 mmol) in dry dioxane (3 mL) was stirred at 70° C. for 16 h. The cooled solution was concentrated in vacuo, suspended in water (5 mL) and extracted with DCM (2×5 mL). The combined organics were pa... The reactants are C(C)N1CCNC2=C(C1=O)C=CC(=C2)[N+](=O)[O-] (4-Ethyl-8-nitro-1,2,3,4-tetrahydro-benzo[e][1,4]diazepin-5-one), C(C)O (Ethanol). Reagents/catalysts: [Pd] (Pd/C). Run at time 8 hour. Product: NC=1C=CC2=C(NCCN(C2=O)CC)C1 (8-amino-4-ethyl-1,2,3,4-tetrahydro-benzo[e][1,4]diazepin-5-one). Reaction SMILES: [CH2:1]([N:3]1[C:9](=[O:10])[C:8]2[CH:11]=[CH:12][C:13]([N+:15]([O-])=O)=[CH:14][C:7]=2[NH:6][CH2:5][CH2:4]1)[CH3:2].C(O)C>[Pd]>[NH2:15][C:13]1[CH:12]=[CH:11][C:8]2[C:9](=[O:10])[N:3]([CH2:1][CH3:2])[CH2:4][CH2:5][NH:6][C:7]=2[CH:14]=1. Procedure details: Into a Round bottom flask, 4-Ethyl-8-nitro-1,2,3,4-tetrahydro-benzo[e][1,4]diazepin-5-one (3.80 g, 0.0162 mol), Ethanol (100 mL, 2 mol;) and 10% Pd/C (10:90, Palladium:carbon black, 0.50 g) were added. The mixture was evacuated and charged with hydrogen (3 times). The reaction was stirred at room temperature overnight under an atmosphere of Hydrogen via a balloon. The solid was filtered and washed with ethanol. The solvent was removed under vacuum to give 8-amino-4-ethyl-1,2,3,4-tetrahydro-benzo...